This data is from the Open Reaction Database (ORD), a public repository of structured organic reaction records. The task is: describe an organic reaction: reactants, conditions, products, and yield Reactants: N (ammonia), NC1=NC=C(C=C1N)OC(C)=O (2,3-diamino-5-acetoxy-pyridine), COC1=C(C(=O)O)C=CC(=C1)NS(=O)(=O)C (2-methoxy-4-methanesulfonylamino-benzoic acid), ice water. Solvent: P(=O)(Cl)(Cl)Cl (phosphorus oxychloride). Product: COC1=C(C=CC(=C1)NS(=O)(=O)C)C=1NC=2C(=NC=C(C2)O)N1 (2-(2-Methoxy-4-methanesulfonylamino-phenyl)-6-hydroxy-imidazo[4,5-b]pyridine). As a reaction SMILES: [NH2:1][C:2]1[C:7]([NH2:8])=[CH:6][C:5]([O:9]C(=O)C)=[CH:4][N:3]=1.[CH3:13][O:14][C:15]1[CH:23]=[C:22]([NH:24][S:25]([CH3:28])(=[O:27])=[O:26])[CH:21]=[CH:20][C:16]=1[C:17](O)=O.N>P(Cl)(Cl)(Cl)=O>[CH3:13][O:14][C:15]1[CH:23]=[C:22]([NH:24][S:25]([CH3:28])(=[O:27])=[O:26])[CH:21]=[CH:20][C:16]=1[C:17]1[NH:8][C:7]2[C:2]([N:1]=1)=[N:3][CH:4]=[C:5]([OH:9])[CH:6]=2. Procedure: 0.5 g of 2,3-diamino-5-acetoxy-pyridine and 0.83 g of 2-methoxy-4-methanesulfonylamino-benzoic acid were refluxed for one hour in 20 ml of phosphorus oxychloride. The reaction mixture was combined with ice water and then ad]usted to pH 7 with concentrated aqueous ammonia. The product was then extracted with ethyl acetate and purified by column chromatography (silica gel, eluant: methylene chloride/ethanol 1:0.02 to 1:0.1). Yield: 0.06 g (6% of theory). Melting point: 225° C. (decomp.).